This data is from the Open Reaction Database (ORD), a public repository of structured organic reaction records. The task is: describe an organic reaction: reactants, conditions, products, and yield Starting materials: Cl, O=C(O)CC(=O)NCC(F)(F)C(F)(F)F, CN1C(=O)C(N)CN(C(=O)C(C)(C)C)c2ccccc21. Yields the product CN1C(=O)C(NC(=O)CC(=O)NCC(F)(F)C(F)(F)F)CN(C(=O)C(C)(C)C)c2ccccc21. RXN SMILES: [ClH:1].[F:22][C:23]([CH2:24][NH:25][C:26]([CH2:27][C:28](=[O:29])[OH:30])=[O:31])([C:32]([F:33])([F:34])[F:35])[F:36].[NH2:2][CH:3]1[CH2:4][N:5]([C:16]([C:17]([CH3:18])([CH3:19])[CH3:20])=[O:21])[c:6]2[c:7]([cH:12][cH:13][cH:14][cH:15]2)[N:8]([CH3:11])[C:9]1=[O:10]>>[NH:2]([CH:3]1[CH2:4][N:5]([C:16]([C:17]([CH3:18])([CH3:19])[CH3:20])=[O:21])[c:6]2[c:7]([cH:12][cH:13][cH:14][cH:15]2)[N:8]([CH3:11])[C:9]1=[O:10])[C:28]([CH2:27][C:26]([NH:25][CH2:24][C:23]([F:22])([C:32]([F:33])([F:34])[F:35])[F:36])=[O:31])=[O:29]. Starting materials: COC(=O)CC1Cc2ccc(C(=O)OC(C)(C)C)cc2NC1=O, Cl, C1COCCO1. Yields the product COC(=O)CC1Cc2ccc(C(=O)O)cc2NC1=O. Reaction SMILES: [C:1]([CH3:2])([CH3:3])([CH3:4])[O:5][C:6](=[O:7])[c:8]1[cH:9][cH:10][c:11]2[c:16]([cH:17]1)[NH:15][C:14](=[O:18])[CH:13]([CH2:19][C:20](=[O:21])[O:22][CH3:23])[CH2:12]2.[ClH:24].[O:25]1[CH2:26][CH2:27][O:28][CH2:29][CH2:30]1>>[O:5]=[C:6]([OH:7])[c:8]1[cH:9][cH:10][c:11]2[c:16]([cH:17]1)[NH:15][C:14](=[O:18])[CH:13]([CH2:19][C:20](=[O:21])[O:22][CH3:23])[CH2:12]2. Reactants: BrC1=CC=C(C=C1)[C@@H](CC(=O)C1=CC(=[N+](C=C1)[O-])C)C1=C(C=C(C=C1)Cl)C ((R)-4-(3-(4-bromophenyl)-3-(4-chloro-2-methyl-phenyl)propanoyl)-2-methylpyridine 1-oxide), Cl.NO (hydroxylamine hydrochloride), C(O)([O-])=O.[Na+] (sodium hydrogencarbonate). Yields the product BrC1=CC=C(C=C1)[C@@H](C\C(=N/O)\C1=CC(=[N+](C=C1)[O-])C)C1=C(C=C(C=C1)Cl)C ((R,E)-4-(3-(4-Bromophenyl)-3-(4-chloro-2-methylphenyl)-1-(hydroxyimino)propyl)-2-methylpyridine 1-oxide). As a reaction SMILES: [Br:1][C:2]1[CH:7]=[CH:6][C:5]([C@H:8]([C:20]2[CH:25]=[CH:24][C:23]([Cl:26])=[CH:22][C:21]=2[CH3:27])[CH2:9][C:10]([C:12]2[CH:17]=[CH:16][N+:15]([O-:18])=[C:14]([CH3:19])[CH:13]=2)=O)=[CH:4][CH:3]=1.Cl.[NH2:29][OH:30].C(=O)([O-])O.[Na+]>>[Br:1][C:2]1[CH:7]=[CH:6][C:5]([C@H:8]([C:20]2[CH:25]=[CH:24][C:23]([Cl:26])=[CH:22][C:21]=2[CH3:27])[CH2:9]/[C:10](/[C:12]2[CH:17]=[CH:16][N+:15]([O-:18])=[C:14]([CH3:19])[CH:13]=2)=[N:29]\[OH:30])=[CH:4][CH:3]=1 |f:1.2,3.4|. Procedure: In analogy to example 132, step 6, from (R)-4-(3-(4-bromophenyl)-3-(4-chloro-2-methyl-phenyl)propanoyl)-2-methylpyridine 1-oxide (example 383, step 1) and hydroxylamine hydrochloride in the presence of sodium hydrogencarbonate was prepared the title compound as a white foam, MS (ESI+): m/z=459.1 ([M+H]+).